From a dataset of the Open Reaction Database (ORD), a public repository of structured organic reaction records. describe an organic reaction: reactants, conditions, products, and yield The reactants are ClC1=C(C=CC(=C1Cl)C(=O)C1=CC=NN1COCC)O (2,3-dichloro-4-(1-ethoxymethyl-5-pyrazolylcarbonyl)phenol), BrCC(=O)O (bromoacetic acid), C([O-])([O-])=O.[K+].[K+] (potassium carbonate). The solvent is CC(=O)C (acetone). Product: ClC1=C(OCC(=O)O)C=CC(=C1Cl)C(=O)C1=CC=NN1COCC ([2,3-dichloro-4-(1-ethoxymethyl-5-pyrazolylcarbonyl)phenoxy]acetic acid). Yield: 56.3%. Reaction SMILES: [Cl:1][C:2]1[C:7]([Cl:8])=[C:6]([C:9]([C:11]2[N:15]([CH2:16][O:17][CH2:18][CH3:19])[N:14]=[CH:13][CH:12]=2)=[O:10])[CH:5]=[CH:4][C:3]=1[OH:20].Br[CH2:22][C:23]([OH:25])=[O:24].C(=O)([O-])[O-].[K+].[K+]>CC(C)=O>[Cl:1][C:2]1[C:7]([Cl:8])=[C:6]([C:9]([C:11]2[N:15]([CH2:16][O:17][CH2:18][CH3:19])[N:14]=[CH:13][CH:12]=2)=[O:10])[CH:5]=[CH:4][C:3]=1[O:20][CH2:22][C:23]([OH:25])=[O:24] |f:2.3.4|. Reported procedure: 0.63 g of 2,3-dichloro-4-(1-ethoxymethyl-5-pyrazolylcarbonyl)phenol, 0.58 g of bromoacetic acid and 1.11 g of potassium carbonate are added to 40 ml of acetone, and the mixture is refluxed for 48 hours. The reaction mixture is concentrated to remove solvent, and water is added to the residue. The aqueous mixture is washed with ethyl acetate, acidified with 10% hydrochloric acid and then extracted with ethyl acetate. The extract is washed with a saturated sodium chloride solution, dried and evapo... Starting materials: CO[C@@H](C(=O)O)C1=CC=CC=C1 ((R)-α-methoxy-phenyl acetic acid). The reagents and catalysts are Nishimura catalyst. Solvent: CO (methanol). Conditions: time 1 hour. Yields the product C1(CCCCC1)[C@H](C(=O)O)OC ((R)-Cyclohexyl-methoxy-acetic acid). Reaction SMILES: [CH3:1][O:2][C@H:3]([C:7]1[CH:12]=[CH:11][CH:10]=[CH:9][CH:8]=1)[C:4]([OH:6])=[O:5]>CO>[CH:7]1([C@@H:3]([O:2][CH3:1])[C:4]([OH:6])=[O:5])[CH2:12][CH2:11][CH2:10][CH2:9][CH2:8]1. Procedure: An autoclave is charged with a solution of 1.00 g of (R)-α-methoxy-phenyl acetic acid [24190-08-7] in 20 ml methanol. 0.100 g of Nishimura catalyst are added and the mixture is hydrogenated at 4 bar and 20° C. for 1 hour. The mixture is filtered over Hyflo and the filtrate concentrated by evaporation to provide the title compound as a colourless oil. The crude material is used without further purification. Rf=0.84 (150:54:10:1 dichloromethane-methanol-water-acetic acid).